Dataset: the Open Reaction Database (ORD), a public repository of structured organic reaction records. Task: describe an organic reaction: reactants, conditions, products, and yield The reactants are ( 10 ), Cl (HCl), C(C)(=O)OC1=C2C=CC=NC2=CC=C1 (quinolin-5-yl acetate). Reagents/catalysts: O=[Pt]=O (PtO2). The solvent is CCO (EtOH). Run at time 48 hour. Yields the product C(C)(=O)OC1=C2CCCNC2=CC=C1 (1,2,3,4-tetrahydroquinolin-5-yl acetate). RXN SMILES: Cl.[C:2]([O:5][C:6]1[CH:15]=[CH:14][CH:13]=[C:12]2[C:7]=1[CH:8]=[CH:9][CH:10]=[N:11]2)(=[O:4])[CH3:3]>CCO.O=[Pt]=O>[C:2]([O:5][C:6]1[CH:15]=[CH:14][CH:13]=[C:12]2[C:7]=1[CH2:8][CH2:9][CH2:10][NH:11]2)(=[O:4])[CH3:3]. Reported procedure: In accordance with J. Org. Chem. 1978, 43 (10), 1975-1980, PtO2 (120 mg, 1.06 mmol) and concentrated HCl (20 μL) were added to a solution of quinolin-5-yl acetate (1.0 g, 5.34 mmol) in EtOH (30 mL) and the mixture was purged with N2 followed by H2. The mixture was then stirred at room temperature for 48 hours, at which point the starting material had been consumed as determined by LC-MS. The reaction mixture was then filtered through celite, and washed with MeOH, chloroform, and a small amount o... Reactants: ClC1=NC=CC(=N1)C=1C(=NNC1)C1=C(C=C(C=C1)Cl)Cl (2-chloro-4-[3-(2,4-dichloro-phenyl)-1H-pyrazol-4-yl]-pyrimidine), C([O-])([O-])=O.[K+].[K+] (potassium carbonate), O (water), CI (methyl iodide). Run in CN(C)C=O (DMF). Reaction conditions: time 30 minute. Yields the product ClC1=NC=CC(=N1)C=1C=NN(C1C1=C(C=C(C=C1)Cl)Cl)C (2-Chloro-4-[5-(2,4dichloro-phenyl)-1-methyl-1H-pyrazol-4-yl]-pyrimidine). As a reaction SMILES: [Cl:1][C:2]1[N:7]=[C:6]([C:8]2[C:9]([C:13]3[CH:18]=[CH:17][C:16]([Cl:19])=[CH:15][C:14]=3[Cl:20])=[N:10][NH:11][CH:12]=2)[CH:5]=[CH:4][N:3]=1.[C:21](=O)([O-])[O-].[K+].[K+].CI.O>CN(C=O)C>[Cl:1][C:2]1[N:7]=[C:6]([C:8]2[CH:12]=[N:11][N:10]([CH3:21])[C:9]=2[C:13]2[CH:18]=[CH:17][C:16]([Cl:19])=[CH:15][C:14]=2[Cl:20])[CH:5]=[CH:4][N:3]=1 |f:1.2.3|. Procedure: To the solution of 1 g (3.07 mMol) of 2-chloro-4-[3-(2,4-dichloro-phenyl)-1H-pyrazol-4-yl]-pyrimidine in 10 mL of DMF is added 0.467 g (3.38 mMol) of potassium carbonate at rt under an atmosphere of Argon. After stirring for 30 min, 1.15 mL (18.42 mMol) of methyl iodide is added. After completion of the reaction (28 h), the mixture is poured onto 100 mL of water, and extracted repeatedly with ethyl acetate. The combined organic layers are washed with NaHCO3, water, brine, dried (Na2SO4), filtere... Reactants: C(C)OC(=O)C1=CC(=NC=C1C)Cl (2-chloro-5-methylpyridine-4-carboxylic acid ethyl ester), Cl.ClC1=C(C=C(C=C1)[C@@H](CC)N)C ((R)-1-(4-chloro-3-methyl-phenyl)-propylamine hydrochloride), CC(C)([O-])C.[Na+] (sodium tert-butoxide), C=1C=CC(=CC1)P(C=2C=CC=CC2)C3=CC=C4C=CC=CC4=C3C5=C6C=CC=CC6=CC=C5P(C=7C=CC=CC7)C=8C=CC=CC8 (BINAP). The reagents and catalysts are C=1C=CC(=CC1)/C=C/C(=O)/C=C/C2=CC=CC=C2.C=1C=CC(=CC1)/C=C/C(=O)/C=C/C2=CC=CC=C2.C=1C=CC(=CC1)/C=C/C(=O)/C=C/C2=CC=CC=C2.[Pd].[Pd] (Pd2(dba)3). Solvent: C1(=CC=CC=C1)C (toluene), CCOC(=O)C (EtOAc). Run at temperature 50 celsius, time 5 hour. Product: ClC=1C(=CC(=NC1)N[C@H](CC)C1=CC(=C(C=C1)Cl)C)C(OC)OC ((5-Chloro-4-dimethoxymethyl-pyridin-2-yl)-[(R)-1-(4-chloro-3-methyl-phenyl)-propyl]-amine). RXN SMILES: [CH2:1]([O:3][C:4]([C:6]1[C:11](C)=[CH:10][N:9]=[C:8](Cl)[CH:7]=1)=[O:5])C.[ClH:14].[Cl:15][C:16]1[CH:21]=[CH:20][C:19]([C@H:22]([NH2:25])[CH2:23][CH3:24])=[CH:18][C:17]=1[CH3:26].[CH3:27]C(C)([O-])C.[Na+].C1C=CC(P(C2C(C3C(P(C4C=CC=CC=4)C4C=CC=CC=4)=CC=C4C=3C=CC=C4)=C3C(C=CC=C3)=CC=2)C2C=CC=CC=2)=CC=1>C1(C)C=CC=CC=1.CCOC(C)=O.C1C=CC(/C=C/C(/C=C/C2C=CC=CC=2)=O)=CC=1.C1C=CC(/C=C/C(/C=C/C2C=CC=CC=2)=O)=CC=1.C1C=CC(/C=C/C(/C=C/C2C=CC=CC=2)=O)=CC=1.[Pd].[Pd]>[Cl:14][C:11]1[C:6]([CH:4]([O:3][CH3:1])[O:5][CH3:27])=[CH:7][C:8]([NH:25][C@@H:22]([C:19]2[CH:20]=[CH:21][C:16]([Cl:15])=[C:17]([CH3:26])[CH:18]=2)[CH2:23][CH3:24])=[N:9][CH:10]=1 |f:1.2,3.4,8.9.10.11.12|. Procedure: To a solution of 2-chloro-5-methylpyridine-4-carboxylic acid ethyl ester (750 mg, 3.76 mmol), (R)-1-(4-chloro-3-methyl-phenyl)-propylamine hydrochloride (992 mg, 4.51 mmol) and sodium tert-butoxide (867 mg, 9.02 mmol) in degassed toluene (54 mL) was added Pd2(dba)3 (172 mg, 0.188 mmol) and BINAP (234 mg, 0.378 mmol) and the resulting mixture was stirred at 50° C. for 5 hours. The mixture was diluted with EtOAc, washed with saturated aqueous sodium bicarbonate, water and brine, dried over sodium ... The reactants are ClC=1C=C(C=CC1OC)CNC=1C2=C(C(=NN1)N1C=NC(=C1)C(=O)NC)C=NC1=C2C=NN1CC (1-[9-[[(3-Chloro-4-methoxyphenyl)methyl]amino]-3-ethyl-3H-pyrazolo[4′,3′:5,6]pyrido[3,4-d]pyridazin-6-yl]-N-methyl-1H-imidazole-4-carboxamide), Br (hydrobromic acid). Run in C(C)O (ethanol). The product is Br.ClC=1C=C(C=CC1OC)CNC=1C2=C(C(=NN1)N1C=NC(=C1)C(=O)NC)C=NC1=C2C=NN1CC (1-[9-[[(3-Chloro-4-methoxyphenyl)methyl]amino]-3-ethyl-3H-pyrazolo[4′,3′:5,6]pyrido[3,4-d]pyridazin-6-yl]-N-methyl-1H-imidazole-4-carboxamide, hydrobromide). Isolated yield 96.0%. As a reaction SMILES: [Cl:1][C:2]1[CH:3]=[C:4]([CH2:10][NH:11][C:12]2[C:13]3[C:30]4[CH:31]=[N:32][N:33]([CH2:34][CH3:35])[C:29]=4[N:28]=[CH:27][C:14]=3[C:15]([N:18]3[CH:22]=[C:21]([C:23]([NH:25][CH3:26])=[O:24])[N:20]=[CH:19]3)=[N:16][N:17]=2)[CH:5]=[CH:6][C:7]=1[O:8][CH3:9].[BrH:36]>C(O)C>[BrH:36].[Cl:1][C:2]1[CH:3]=[C:4]([CH2:10][NH:11][C:12]2[C:13]3[C:30]4[CH:31]=[N:32][N:33]([CH2:34][CH3:35])[C:29]=4[N:28]=[CH:27][C:14]=3[C:15]([N:18]3[CH:22]=[C:21]([C:23]([NH:25][CH3:26])=[O:24])[N:20]=[CH:19]3)=[N:16][N:17]=2)[CH:5]=[CH:6][C:7]=1[O:8][CH3:9] |f:3.4|. Reported procedure: To a suspension of the product from Example 170 (1.0 g, 2.0 mmol) in ethanol (16.6 mL) was added hydrobromic acid solution (30 wt % in acetic acid, 2.0 mL, 10.0 mmol) at 20° C. while stirring. The yellow slurry was stirred at r.t. for 3 h, and DSC analysis on a filtered wet sample showed a melt endotherm at ˜260° C. The slurry was filtered, and the filter cake was washed with 40 mL of ethanol and dried at 45° C. vacuum over for 24 h. The product was obtained as a pale yellow solid (1.1 g, 92% yi...